This data is from the Open Reaction Database (ORD), a public repository of structured organic reaction records. The task is: describe an organic reaction: reactants, conditions, products, and yield The reactants are BrC=1C=C(C(=O)OC)C=C(C1COC(=O)NC1=C(C=CC=C1Cl)Cl)Br (methyl 3,5-dibromo-4-[({[(2,6-dichlorophenyl)amino]carbonyl}oxy)methyl]benzoate), C(C)(C)N(CC)C(C)C (diisopropylethylamine). Reagents/catalysts: [Cu]I (CuI). Run in CN(C)C=O (DMF). Yields the product BrC1=CC(=CC2=C1COC(N2C2=C(C=CC=C2Cl)Cl)=O)C(=O)OC (methyl 5-bromo-1-(2,6-dichlorophenyl)-2-oxo-1,4-dihydro-2H-3,1-benzoxazine-7-carboxylate). Reaction SMILES: [Br:1][C:2]1[CH:3]=[C:4]([CH:9]=[C:10](Br)[C:11]=1[CH2:12][O:13][C:14]([NH:16][C:17]1[C:22]([Cl:23])=[CH:21][CH:20]=[CH:19][C:18]=1[Cl:24])=[O:15])[C:5]([O:7][CH3:8])=[O:6].C(N(C(C)C)CC)(C)C>CN(C=O)C.[Cu]I>[Br:1][C:2]1[C:11]2[CH2:12][O:13][C:14](=[O:15])[N:16]([C:17]3[C:22]([Cl:23])=[CH:21][CH:20]=[CH:19][C:18]=3[Cl:24])[C:10]=2[CH:9]=[C:4]([C:5]([O:7][CH3:8])=[O:6])[CH:3]=1. Procedure details: To a solution of methyl 3,5-dibromo-4-[({[(2,6-dichlorophenyl)amino]carbonyl}oxy)methyl]benzoate (1 g, 1.96 mmol, 1 eq) in DMF (20 mL) was added CuI (411 mg, 2.16 mmol, 1.1 eq) and diisopropylethylamine (0.51 mL, 2.95 mmol, 1.5 eq). Degassed the reaction flask with argon and placed in a 140° C. oil bath. After 2.5 h the reaction was cooled. The mixture was filtered to remove inorganics. The solvent was removed under reduced pressure. The residue was dissolved in CH2Cl2, and washed with water. Th... The reactants are O1C(CCCC1)ONC(=O)[C@@H](C\C=C\C1=CC=CC=C1)[C@H](C(=O)NN(CC(C)C)C(C(C)C)=O)CC(C)C ((E)-2(R)-[1(S)-[(tetrahydro-2(RS)-pyranyloxy)carbamoyl]-4-phenyl-3-butenyl]-2′-isobutryl-2′-isobutyl-4-methylvalerohydrazide), C1(=CC=C(C=C1)S(=O)(=O)O)C (4-toluenesulphonic acid). Solvent: CO (methanol). Run at time 2 hour. Product: ONC(=O)[C@@H](C\C=C\C1=CC=CC=C1)[C@H](C(=O)NN(CC(C)C)C(C(C)C)=O)CC(C)C ((E)-2(R)-[1(S)-(hydroxycarbamoyl)-4-phenyl-3-butenyl]-2′-isobutyryl-2′-isobutyl-4-methylvalerohydrazide). Isolated yield 55.7%. Reaction SMILES: O1CCCCC1[O:7][NH:8][C:9]([C@H:11]([C@@H:21]([CH2:35][CH:36]([CH3:38])[CH3:37])[C:22]([NH:24][N:25]([C:30](=[O:34])[CH:31]([CH3:33])[CH3:32])[CH2:26][CH:27]([CH3:29])[CH3:28])=[O:23])[CH2:12]/[CH:13]=[CH:14]/[C:15]1[CH:20]=[CH:19][CH:18]=[CH:17][CH:16]=1)=[O:10].C1(C)C=CC(S(O)(=O)=O)=CC=1>CO>[OH:7][NH:8][C:9]([C@H:11]([C@@H:21]([CH2:35][CH:36]([CH3:38])[CH3:37])[C:22]([NH:24][N:25]([C:30](=[O:34])[CH:31]([CH3:32])[CH3:33])[CH2:26][CH:27]([CH3:28])[CH3:29])=[O:23])[CH2:12]/[CH:13]=[CH:14]/[C:15]1[CH:16]=[CH:17][CH:18]=[CH:19][CH:20]=1)=[O:10]. Procedure details: A solution of 0.32 g of (E)-2(R)-[1(S)-[(tetrahydro-2(RS)-pyranyloxy)carbamoyl]-4-phenyl-3-butenyl]-2′-isobutryl-2′-isobutyl-4-methylvalerohydrazide in 10 ml of methanol was treated with 0.03 g of 4-toluenesulphonic acid. The mixture was stirred for 2 hours at room temperature and then the solvent was evaporated to leave a glass. This residue was triturated with diethyl ether to give 0.15 g of (E)-2(R)-[1(S)-(hydroxycarbamoyl)-4-phenyl-3-butenyl]-2′-isobutyryl-2′-isobutyl-4-methylvalerohydrazide... Reactants: C(C1=CC=CC=C1)OC1=C(C=O)C=CC=C1C (2-Benzyloxy-3-methylbenzaldehyde), S(O)(O)(=O)=O (sulfuric acid), OO (hydrogen peroxide). The solvent is CO (methanol). Product: C(C1=CC=CC=C1)OC1=C(C=CC=C1C)O (2-benzyloxy-3-methylphenol). Isolated yield 70.0%. RXN SMILES: [CH2:1]([O:8][C:9]1[C:16]([CH3:17])=[CH:15][CH:14]=[CH:13][C:10]=1C=O)[C:2]1[CH:7]=[CH:6][CH:5]=[CH:4][CH:3]=1.S(=O)(=O)(O)[OH:19].OO>CO>[CH2:1]([O:8][C:9]1[C:16]([CH3:17])=[CH:15][CH:14]=[CH:13][C:10]=1[OH:19])[C:2]1[CH:7]=[CH:6][CH:5]=[CH:4][CH:3]=1. Reported procedure: 2-Benzyloxy-3-methylbenzaldehyde prepared by the above 2-(1) 20.0 g (88.4 mmol) was dissolved in methanol 100 ml and thereto was added sulfuric acid 20.0 g (203 mmol) and then added 30% hydrogen peroxide 30.1 g (265 mmol). The mixture was refluxed for 2 hours. After disappearance of the raw material, the solution was concentrated in vacuo, neutralized with a saturated sodium bicarbonate solution and extracted with methylene chloride. The solvent was removed in vacuo and the residue was purified ... The reactants are O1CCOCC1 (dioxane), NC1=C(C=C(C=C1)N1CCN(CC1)C(=O)OC(C)(C)C)OC (tert-butyl 4-(4-amino-3-methoxyphenyl)piperazine-1-carboxylate), CC1=CC(N(C=2N=C(N=CC21)S(=O)C)C=2C=C(C=CC2)NC(C=C)=O)=O (N-(3-(5-methyl-2-(methylsulfinyl)-7-oxopyrido[2,3-d]pyrimidin-8(7H)-yl)phenyl)acrylamide), CCN(C(C)C)C(C)C (DIEA). Product: COC1=C(C=CC(=C1)N1CCNCC1)NC=1N=CC2=C(N1)N(C(C=C2C)=O)C=2C=C(C=CC2)NC(C=C)=O (N-(3-(2-((2-methoxy-4-(piperazin-1-yl)phenyl)amino)-5-methyl-7-oxopyrido[2,3-d]pyrimidin-8(7H)-yl)phenyl)acrylamide). The solvent is C(C)(C)(C)O (tert-butanol). RXN SMILES: [NH2:1][C:2]1[CH:7]=[CH:6][C:5]([N:8]2[CH2:13][CH2:12][N:11](C(OC(C)(C)C)=O)[CH2:10][CH2:9]2)=[CH:4][C:3]=1[O:21][CH3:22].[CH3:23][C:24]1[C:33]2[CH:32]=[N:31][C:30](S(C)=O)=[N:29][C:28]=2[N:27]([C:37]2[CH:38]=[C:39]([NH:43][C:44](=[O:47])[CH:45]=[CH2:46])[CH:40]=[CH:41][CH:42]=2)[C:26](=[O:48])[CH:25]=1.CCN(C(C)C)C(C)C.O1CCOCC1>C(O)(C)(C)C>[CH3:22][O:21][C:3]1[CH:4]=[C:5]([N:8]2[CH2:9][CH2:10][NH:11][CH2:12][CH2:13]2)[CH:6]=[CH:7][C:2]=1[NH:1][C:30]1[N:31]=[CH:32][C:33]2[C:24]([CH3:23])=[CH:25][C:26](=[O:48])[N:27]([C:37]3[CH:38]=[C:39]([NH:43][C:44](=[O:47])[CH:45]=[CH2:46])[CH:40]=[CH:41][CH:42]=3)[C:28]=2[N:29]=1. Run at temperature 90 celsius. Reported procedure: To a suspension of tert-butyl 4-(4-amino-3-methoxyphenyl)piperazine-1-carboxylate (18a, 539 mg, 1.753 mmol) and N-(3-(5-methyl-2-(methylsulfinyl)-7-oxopyrido[2,3-d]pyrimidin-8(7H)-yl)phenyl)acrylamide (5b, 432 mg, 1.173 mmol) in tert-butanol (15 mL) at RT was added DIEA (0.61 mL, 3.52 mmol) followed by dioxane (6 mL). The reaction mixture was heated in a heating block at 90° C. for 20 h. LC-MS analysis indicated roughly 13% conversion to the desired product along with unreacted starting material... Starting materials: C(C)(C)C1=CC=C(C=C1)O (4-isopropylphenol), P(=O)(Cl)(Cl)Cl (phosphorus oxychloride), [Cl-].[NH4+] (ammonium chloride), C(C)(C)C1=CC=C(C=C1)O (4-isopropylphenol). Run at temperature 135 celsius, time 8 hour. Yields the product P(OC1=CC=C(C=C1)C(C)C)(OC1=CC=C(C=C1)C(C)C)(=O)Cl (Di(p-isopropylphenyl) phosphorochloridate). As a reaction SMILES: [CH:1]([C:4]1[CH:9]=[CH:8][C:7]([OH:10])=[CH:6][CH:5]=1)([CH3:3])[CH3:2].[P:11]([Cl:15])(Cl)(Cl)=[O:12].[Cl-].[NH4+]>>[P:11]([Cl:15])(=[O:12])([O:10][C:7]1[CH:8]=[CH:9][C:4]([CH:1]([CH3:3])[CH3:2])=[CH:5][CH:6]=1)[O:10][C:7]1[CH:8]=[CH:9][C:4]([CH:1]([CH3:3])[CH3:2])=[CH:5][CH:6]=1 |f:2.3|. Procedure: Following the procedure of U.S. Patent No. 3,773,866, 54.0 g (0.4 mole) of 4-isopropylphenol was added to 73.4 g (0.47 moles) of phosphorus oxychloride and 0.6 g of ammonium chloride at 105° C. over a 1.5 hour period. After heating an additional 1.5 hour the temperature was raised to 135° C. and a second 54 g portion of 4-isopropylphenol was added. The mixture was stirred at 168° C. overnight, and purified by fractional distillation. The fraction which distilled at 258° C. (0.5 torr) was identif... The reactants are FC1=CC=C(C=C1)N1C(=CC=C1C1=CC=C(C=C1)[N+](=O)[O-])C1=CC=C(C=C1)[N+](=O)[O-] (1-(4-fluorophenyl)-2,5-bis(4-nitrophenyl)-1H-pyrrole), [Cl-].[NH4+] (ammonium chloride), O (water). Reagents/catalysts: [Fe] (iron). Run in C(C)O (ethanol), C1CCOC1 (THF). Product: FC1=CC=C(C=C1)N1C(=CC=C1C1=CC=C(N)C=C1)C1=CC=C(N)C=C1 (4,4′-(1-(4-Fluorophenyl)-1H-pyrrole-2,5-diyl)dianiline). Isolated yield 127.2%. As a reaction SMILES: [F:1][C:2]1[CH:7]=[CH:6][C:5]([N:8]2[C:12]([C:13]3[CH:18]=[CH:17][C:16]([N+:19]([O-])=O)=[CH:15][CH:14]=3)=[CH:11][CH:10]=[C:9]2[C:22]2[CH:27]=[CH:26][C:25]([N+:28]([O-])=O)=[CH:24][CH:23]=2)=[CH:4][CH:3]=1.[Cl-].[NH4+].O>C(O)C.C1COCC1.[Fe]>[F:1][C:2]1[CH:7]=[CH:6][C:5]([N:8]2[C:9]([C:22]3[CH:27]=[CH:26][C:25]([NH2:28])=[CH:24][CH:23]=3)=[CH:10][CH:11]=[C:12]2[C:13]2[CH:18]=[CH:17][C:16]([NH2:19])=[CH:15][CH:14]=2)=[CH:4][CH:3]=1 |f:1.2|. Procedure: To a solution of 1-(4-fluorophenyl)-2,5-bis(4-nitrophenyl)-1H-pyrrole (1.017 g, 2.496 mmol) in ethanol (15 mL) and THF (15 mL) was added iron powder (0.836 g, 14.98 mmol) followed by ammonium chloride (0.401 g, 7.49 mmol) and water (3.75 mL). The reaction mixture was refluxed for 45 minutes. The reaction mixture was slurry filtered through diatomaceous earth and washed with ethanol. The combined filtrates were concentrated, and the residue purified by column chromatography (gradient elution from...